From a dataset of the Open Reaction Database (ORD), a public repository of structured organic reaction records. describe an organic reaction: reactants, conditions, products, and yield Starting materials: C(C)(C)(C)OC(=O)N1CC(CC1)NC1=CC=C(C=C1)Cl (tert.butyl-3-(4-chloroanilino)-1-pyrrolidinecarboxylate), C(=O)(C(F)(F)F)O (CF3COOH). Solvent: C(Cl)Cl (CH2Cl2). Product: ClC1=CC=C(C=C1)NC1CNCC1 (N-(4-Chlorophenyl)-3-pyrrolidinamine). Yield: 215.9%. As a reaction SMILES: C(OC([N:8]1[CH2:12][CH2:11][CH:10]([NH:13][C:14]2[CH:19]=[CH:18][C:17]([Cl:20])=[CH:16][CH:15]=2)[CH2:9]1)=O)(C)(C)C.C(O)(C(F)(F)F)=O>C(Cl)Cl>[Cl:20][C:17]1[CH:16]=[CH:15][C:14]([NH:13][CH:10]2[CH2:11][CH2:12][NH:8][CH2:9]2)=[CH:19][CH:18]=1. Procedure details: To a solution of tert.butyl-3-(4-chloroanilino)-1-pyrrolidinecarboxylate (130 mg, 0.438 mmol) in CH2Cl2 (5 mL) was added CF3COOH (1 mL). After 30 min tie volatiles were removed in vacuo to give the subtitled product (186 mg) and was used directly in the next step. Reactants: COCC1OC2=C(OC1)C=C(C(=C2)C(=O)O)[N+](=O)[O-] (3-methoxymethyl-7-nitro-benzo-1,4-dioxane-6-carboxylic acid). Reagents/catalysts: [Pd] (Pd/C). The solvent is CO (methanol). Conditions: temperature 25 celsius, time 24 hour. The product is NC=1C(=CC2=C(OCC(O2)COC)C1)C(=O)O (7-amino-3-methoxymethyl-benzo-1,4-dioxane-6-carboxylic acid). Reaction SMILES: [CH3:1][O:2][CH2:3][CH:4]1[CH2:9][O:8][C:7]2[CH:10]=[C:11]([N+:17]([O-])=O)[C:12]([C:14]([OH:16])=[O:15])=[CH:13][C:6]=2[O:5]1>CO.[Pd]>[NH2:17][C:11]1[C:12]([C:14]([OH:16])=[O:15])=[CH:13][C:6]2[O:5][CH:4]([CH2:3][O:2][CH3:1])[CH2:9][O:8][C:7]=2[CH:10]=1. Procedure details: The titled compound of Example 4 (1.22 g, 4.53 mmol) was dissolved in 10 ml of methanol, and added 10% (w/v) Pd/C as a catalyst, followed by stirring for 24 hours at 25° C. Then, the reaction mixture was filtered to give a filtrate, which was then dried under vacuum to obtain a solid compound. The solid compound was recrystallized with ethanol to prepare the titled compound (0.702 g, 65%, m.p. 161-167° C.).